From a dataset of the Open Reaction Database (ORD), a public repository of structured organic reaction records. describe an organic reaction: reactants, conditions, products, and yield Starting materials: O (water), ClC=1C=C2C=CC=NC2=C(C1)F (6-Chloro-8-fluoroquinoline), CC(C)([O-])C.[Na+] (sodium tert-butoxide), ClC=1C=C2C=CC=NC2=C(C1)F (6-Chloro-8-fluoroquinoline), OC1CCN(CC1)C(=O)OC(C)(C)C (1,1-dimethylethyl 4-hydroxy-1-piperidinecarboxylate). Solvent: CN1CCCC1=O (NMP), CN1CCCC1=O (NMP). Reaction conditions: temperature 140 celsius, time 1 hour. The product is ClC=1C=C2C=CC=NC2=C(C1)OC1CCN(CC1)C(=O)OC(C)(C)C (1,1-Dimethylethyl 4-[(6-chloro-8-quinolinyl)oxy]-1-piperidinecarboxylate). The yield is 63.0%. RXN SMILES: [Cl:1][C:2]1[CH:3]=[C:4]2[C:9](=[C:10](F)[CH:11]=1)[N:8]=[CH:7][CH:6]=[CH:5]2.[OH:13][CH:14]1[CH2:19][CH2:18][N:17]([C:20]([O:22][C:23]([CH3:26])([CH3:25])[CH3:24])=[O:21])[CH2:16][CH2:15]1.CC(C)([O-])C.[Na+].O>CN1C(=O)CCC1>[Cl:1][C:2]1[CH:3]=[C:4]2[C:9](=[C:10]([O:13][CH:14]3[CH2:15][CH2:16][N:17]([C:20]([O:22][C:23]([CH3:26])([CH3:25])[CH3:24])=[O:21])[CH2:18][CH2:19]3)[CH:11]=1)[N:8]=[CH:7][CH:6]=[CH:5]2 |f:2.3|. Procedure: 6-Chloro-8-fluoroquinoline (for example, as prepared for Intermediate 5) (2.18 g, 12 mmol) was dissolved in NMP (20 ml) and treated with 1,1-dimethylethyl 4-hydroxy-1-piperidinecarboxylate (commercially available, for example, from Acros and/or Aldrich) (4.85 g, 24 mmol) and sodium tert-butoxide (2.38 g, 25 mmol). Further NMP was added (5 ml) and the resulting mixture was stirred at 140° C. for 1 h, and then allowed to cool overnight. The reaction mixture was treated with water and extracted wit... Reactants: C(=S)(N1C=NC=C1)N1C=NC=C1 (1,1′-Thiocarbonyldiimidazole), C(C)(C)(C)OC=1C=C(N)C=C(C1)F (3-tert-butoxy-5-fluoroaniline). The solvent is ClCCl (dichloromethane), O (water), ClCCl (dichloromethane). Conditions: temperature 20 celsius, time 16 hour. Yields the product C(C)(C)(C)OC1=CC(=CC(=C1)N=C=S)F (1-tert-butoxy-3-fluoro-5-isothiocyanato-benzene). Isolated yield 93.5%. RXN SMILES: [C:1]([N:8]1[CH:12]=[CH:11]N=C1)(N1C=CN=C1)=[S:2].[C:13]([O:17][C:18]1C=C([CH:22]=[C:23]([F:25])[CH:24]=1)N)([CH3:16])([CH3:15])[CH3:14]>ClCCl.O>[C:13]([O:17][C:18]1[CH:11]=[C:12]([N:8]=[C:1]=[S:2])[CH:22]=[C:23]([F:25])[CH:24]=1)([CH3:16])([CH3:15])[CH3:14]. Procedure details: 1,1′-Thiocarbonyldiimidazole (423 g, 2.37 mol) was dissolved in dichloromethane (3200 ml). The mixture was stirred under N2 atmosphere while a solution of 3-tert-butoxy-5-fluoroaniline (435 g, 2.37 mol) in dichloromethane (800 ml) was added slowly within 2 h. Then the mixture was kept stirring at 20° C. for 16 h. The mixture was diluted with water (3000 ml). The separated dichloromethane phase was washed again with water (3000 ml) before dried with anhydrous Na2SO4 for 2 h. The mixture was filte...